This data is from the Open Reaction Database (ORD), a public repository of structured organic reaction records. The task is: describe an organic reaction: reactants, conditions, products, and yield Starting materials: C=O (formaldehyde), COCCOC=1C=C2C=CNC2=CC1 (5-(2-methoxy-ethoxy)-indole), CNC (dimethylamine), Cl (hydrochloric acid). Solvent: C(C)(=O)O (acetic acid). Conditions: time 8 hour. The product is COCCOC=1C=C2C=CN(C2=CC1)CN(C)C ([5-(2-methoxy-ethoxy)-1H-indol-ylmethyl]-dimethyl-amine). The yield is 90.0%. As a reaction SMILES: [CH3:1][O:2][CH2:3][CH2:4][O:5][C:6]1[CH:7]=[C:8]2[C:12](=[CH:13][CH:14]=1)[NH:11][CH:10]=[CH:9]2.[CH2:15]=O.Cl.[CH3:18][NH:19][CH3:20]>C(O)(=O)C>[CH3:1][O:2][CH2:3][CH2:4][O:5][C:6]1[CH:7]=[C:8]2[C:12](=[CH:13][CH:14]=1)[N:11]([CH2:18][N:19]([CH3:15])[CH3:20])[CH:10]=[CH:9]2. Procedure: A solution of 5-(2-methoxy-ethoxy)-indole (2.06 g, 11.0 mmol) in acetic acid (7 ml) and 40% aqueous dimethylamine (2.1 ml) is cooled to 0° C., and 36% aqueous formaldehyde (1.38 ml) (pre-cooled to 0° C.) is added drop wise. The mixture is stirred at room temperature overnight, 2 M hydrochloric acid is added, and the mixture is washed with dichloromethane. The aqueous layer is made alkaline with 10% NaOH, and is extracted with dichloromethane. The combined organic layer is washed with water, is d... Reactants: C1(CCCCC1)NC1=CC(=NC=N1)C(=O)O (6-(cyclohexylamino)pyrimidine-4-carboxylic acid), C1(CCCCC1)NC1=CC(=NC=N1)C(=O)O (6-(cyclohexylamino)pyrimidine-4-carboxylic acid), NC1=CC=C(C=C1)CCO (2-(4-aminophenyl)ethanol). Run in C(C)#N (acetonitrile). Product: C1(CCCCC1)NC1=CC(=NC=N1)C(=O)NC1=CC=C(C=C1)CCO (6-(cyclohexylamino)-N-[4-(2-hydroxy-ethyl)-phenyl]pyrimidine-4-carboxamide). RXN SMILES: [CH:1]1([NH:7][C:8]2[N:13]=[CH:12][N:11]=[C:10]([C:14]([OH:16])=O)[CH:9]=2)[CH2:6][CH2:5][CH2:4][CH2:3][CH2:2]1.[NH2:17][C:18]1[CH:23]=[CH:22][C:21]([CH2:24][CH2:25][OH:26])=[CH:20][CH:19]=1>C(#N)C>[CH:1]1([NH:7][C:8]2[N:13]=[CH:12][N:11]=[C:10]([C:14]([NH:17][C:18]3[CH:23]=[CH:22][C:21]([CH2:24][CH2:25][OH:26])=[CH:20][CH:19]=3)=[O:16])[CH:9]=2)[CH2:2][CH2:3][CH2:4][CH2:5][CH2:6]1. Reported procedure: Following the general method as outlined in Example 1, starting from 6-(cyclohexylamino)pyrimidine-4-carboxylic acid (Intermediate 4) and 2-(4-aminophenyl)ethanol (Fluka), the title compound was obtained as a white solid after trituration in acetonitrile. The reactants are Cl.NCC(=O)C1=CC=CC=C1 (2-aminoacetophenone hydrochloride), C(CC#N)#N (malononitrile). The product is NC=1NC=C(C1C#N)C1=CC=CC=C1 (2-amino-3-cyano-4-phenylpyrrole), ethoxyethylidene diethyl malonate. Reaction SMILES: Cl.[NH2:2][CH2:3][C:4]([C:6]1[CH:11]=[CH:10][CH:9]=[CH:8][CH:7]=1)=O.[C:12](#[N:16])[CH2:13][C:14]#[N:15]>>[NH2:16][C:12]1[NH:2][CH:3]=[C:4]([C:6]2[CH:11]=[CH:10][CH:9]=[CH:8][CH:7]=2)[C:13]=1[C:14]#[N:15] |f:0.1|. Reported procedure: 18.3 g of 2-amino-3-cyano-4-phenylpyrrole (compound a), readily obtained by condensation of 2-aminoacetophenone hydrochloride and malononitrile in the presence of an alkali, and 25.3 g of ethoxyethylidene diethyl malonate were dispersed in 300 ml of ethanol, and 22.0 ml of a solution of 28% sodium methylate in methanol was added to the resulting dispersion, followed by heating under reflux for 5 hours. Thereafter, the reaction mixture was allowed to cool, and ethyl acetate was added thereto. Aft... Reactants: CC=1OC(=CN1)C1=CC(=CC=2N1N=C(N2)N)C=2C=NC=CC2 (5-(2-Methyl-oxazol-5-yl)-7-pyridin-3-yl-[1,2,4]triazolo[1,5-a]pyridin-2-ylamine), C(C)N=C=O (ethyl isocyanate). Reaction conditions: temperature 0 celsius. Yields the product C(C)NC(=O)NC1=NN2C(C=C(C=C2C2=CN=C(O2)C)C=2C=NC=CC2)=N1 (N-ethyl-N′-[5-(2-methyl-1,3-oxazol-5-yl)-7-pyridin-3-yl[1,2,4]triazolo[1,5-a]pyridin-2-yl]urea). The solvent is C1CCOC1.C1(=CC=CC=C1)C (THF toluene). The reagents and catalysts are C(C)(=O)[O-].C(C)(=O)[O-].C(CCC)[Sn+2]CCCC (dibutyltin diacetate). Procedure: A mixture of the product of Step 1 (0.23 g, 0.787 mmol), ethyl isocyanate (0.28 g, 3.93 mmol) and a catalytic quantity of dibutyltin diacetate (3 drops) in THF/toluene (1:1, 10 mL) was heated in a sealed tube at 100° C. for 15 h. This mixture was cooled to 0° C., the solid obtained was filtered and washed with 10% CHCl3/hexanes to provide the target compound, N-ethyl-N′-[5-(2-methyl-1,3-oxazol-5-yl)-7-pyridin-3-yl[1,2,4]triazolo[1,5-a]pyridin-2-yl]urea as a solid. LCMS (APCI+) 364. Reaction SMILES: [CH3:1][C:2]1[O:3][C:4]([C:7]2[N:12]3[N:13]=[C:14]([NH2:16])[N:15]=[C:11]3[CH:10]=[C:9]([C:17]3[CH:18]=[N:19][CH:20]=[CH:21][CH:22]=3)[CH:8]=2)=[CH:5][N:6]=1.[CH2:23]([N:25]=[C:26]=[O:27])[CH3:24]>C([O-])(=O)C.C([O-])(=O)C.C([Sn+2]CCCC)CCC.C1COCC1.C1(C)C=CC=CC=1>[CH2:23]([NH:25][C:26]([NH:16][C:14]1[N:15]=[C:11]2[CH:10]=[C:9]([C:17]3[CH:18]=[N:19][CH:20]=[CH:21][CH:22]=3)[CH:8]=[C:7]([C:4]3[O:3][C:2]([CH3:1])=[N:6][CH:5]=3)[N:12]2[N:13]=1)=[O:27])[CH3:24] |f:2.3.4,5.6|. Starting materials: CN(C=C(C(=O)C=1C=NC=CC1)C)C (3-dimethylamino-2-methyl-1-(3-pyridyl)-2-propen-1-one), NC1=NNC(=C1C#N)C (3-amino-5-methylpyrazole-4-carbonitrile). Solvent: C(C)(=O)O (acetic acid). Yields the product CC1=NN2C(N=CC(=C2C=2C=NC=CC2)C)=C1C#N (2,6-Dimethyl-7-(3-pyridyl)pyrazolo[1,5-a]pyrimidine-3-carbonitrile). Reaction SMILES: C[N:2]([CH3:14])[CH:3]=[C:4]([CH3:13])[C:5]([C:7]1[CH:8]=[N:9][CH:10]=[CH:11][CH:12]=1)=O.[NH2:15][C:16]1[C:20](C#N)=[C:19]([CH3:23])[NH:18][N:17]=1>C(O)(=O)C>[CH3:23][C:19]1[C:20]([C:16]#[N:15])=[C:14]2[N:2]=[CH:3][C:4]([CH3:13])=[C:5]([C:7]3[CH:8]=[N:9][CH:10]=[CH:11][CH:12]=3)[N:17]2[N:18]=1. Reported procedure: A mixture of 1.90 g. of 3-dimethylamino-2-methyl-1-(3-pyridyl)-2-propen-1-one and 1.22 g. of 3-amino-5-methylpyrazole-4-carbonitrile in 25 ml. of glacial acetic acid is refluxed for 6 hours. The solvent is removed in vacuo and the residue partitioned between dichloromethane and saturated sodium bicarbonate solution. The dichloromethane layer is separated, dried over anhydrous sodium sulfate and passed through a column of hydrous magnesium silicate. The eluent is concentrated and hexane added to ... Reaction SMILES: [CH3:63][NH2:64].[CH:1]([CH3:2])([CH3:3])[CH:4]1[N:5]([C:27](=[O:28])[O:29][CH2:30][c:31]2[cH:32][cH:33][cH:34][cH:35][cH:36]2)[CH:6]([C:23](=[O:24])[O:25][CH3:26])[CH2:7][c:8]2[c:9]1[n:10]([C:13]([O:14][CH2:15][c:16]1[cH:17][cH:18][cH:19][cH:20][cH:21]1)=[O:22])[cH:11][n:12]2.[CH:37]([CH:38]1[c:39]2[n:40][cH:41][nH:42][c:43]2[CH2:44][CH:45]([C:46]([O:47][CH3:48])=[O:49])[N:50]1[C:51]([O:52][CH2:53][c:54]1[cH:55][cH:56][cH:57][cH:58][cH:59]1)=[O:60])([CH3:61])[CH3:62].[O:65]=[CH:66][N:67]([CH3:68])[CH3:69]>>[CH:1]([CH3:2])([CH3:3])[CH:4]1[N:5]([C:27](=[O:28])[O:29][CH2:30][c:31]2[cH:32][cH:33][cH:34][cH:35][cH:36]2)[CH:6]([C:23](=[O:24])[O:25][CH3:26])[CH2:7][c:8]2[c:9]1[n:10][cH:11][nH:12]2. Product: COC(=O)C1Cc2[nH]cnc2C(C(C)C)N1C(=O)OCc1ccccc1. The reactants are CN, COC(=O)C1Cc2ncn(C(=O)OCc3ccccc3)c2C(C(C)C)N1C(=O)OCc1ccccc1, COC(=O)C1Cc2[nH]cnc2C(C(C)C)N1C(=O)OCc1ccccc1, CN(C)C=O. Reactants: CC1(C)CCC(C)(C)c2cc(C=O)c(Br)cc21, O, OCCO, Cc1ccc(S(=O)(=O)O)cc1, c1ccccc1. Yields the product CC1(C)CCC(C)(C)c2cc(C3OCCO3)c(Br)cc21. Reaction SMILES: [CH:1](=[O:2])[c:3]1[cH:4][c:5]2[c:10]([cH:11][c:12]1[Br:13])[C:9]([CH3:14])([CH3:15])[CH2:8][CH2:7][C:6]2([CH3:16])[CH3:17].[OH2:22].[OH:18][CH2:19][CH2:20][OH:21].[c:23]1([CH3:24])[cH:25][cH:26][c:27]([S:28]([OH:29])(=[O:30])=[O:31])[cH:32][cH:33]1.[cH:34]1[cH:35][cH:36][cH:37][cH:38][cH:39]1>>[CH:1]1([c:3]2[cH:4][c:5]3[c:10]([cH:11][c:12]2[Br:13])[C:9]([CH3:14])([CH3:15])[CH2:8][CH2:7][C:6]3([CH3:16])[CH3:17])[O:2][CH2:20][CH2:19][O:18]1.